Task: describe an organic reaction: reactants, conditions, products, and yield. Dataset: the Open Reaction Database (ORD), a public repository of structured organic reaction records Reactants: C(C)(C)(C)OC(N(C)C)N(C)C (1-tert-butoxy-N,N,N′,N′-tetramethylmethanediamine), C(C)(=O)C1=CN(C2=NC=C(C=C21)NC(C2=C(C(=CC=C2F)N(S(=O)(=O)CCC)S(=O)(=O)CCC)F)=O)S(=O)(=O)CCC (N-(3-acetyl-1-(propylsulfonyl)-1H-pyrrolo[2,3-b]pyridin-5-yl)-2,6-difluoro-3-(N-(propylsulfonyl)propylsulfonamido)benzamide), NN (hydrazine). Solvent: C1CCOC1 (THF). Yields the product N1N=C(C=C1)C1=CNC2=NC=C(C=C21)NC(C2=C(C(=CC=C2F)NS(=O)(=O)CCC)F)=O (N-(3-(1H-pyrazol-3-yl)-1H-pyrrolo[2,3-b]pyridin-5-yl)-2,6-difluoro-3-(propylsulfonamido)benzamide). Isolated yield 14.1%. As a reaction SMILES: C(OC([N:10]([CH3:12])C)N(C)C)(C)(C)C.[C:13]([C:16]1[C:24]2[C:19](=[N:20][CH:21]=[C:22]([NH:25][C:26](=[O:48])[C:27]3[C:32]([F:33])=[CH:31][CH:30]=[C:29]([N:34]([S:41]([CH2:44][CH2:45][CH3:46])(=[O:43])=[O:42])S(CCC)(=O)=O)[C:28]=3[F:47])[CH:23]=2)[N:18](S(CCC)(=O)=O)[CH:17]=1)(=O)[CH3:14].[NH2:55]N>C1COCC1>[NH:10]1[CH:12]=[CH:14][C:13]([C:16]2[C:24]3[C:19](=[N:20][CH:21]=[C:22]([NH:25][C:26](=[O:48])[C:27]4[C:32]([F:33])=[CH:31][CH:30]=[C:29]([NH:34][S:41]([CH2:44][CH2:45][CH3:46])(=[O:42])=[O:43])[C:28]=4[F:47])[CH:23]=3)[NH:18][CH:17]=2)=[N:55]1. Reported procedure: 1-tert-butoxy-N,N,N′,N′-tetramethylmethanediamine (0.0132 mL, 0.0607 mmol) was added to N-(3-acetyl-1-(propylsulfonyl)-1H-pyrrolo[2,3-b]pyridin-5-yl)-2,6-difluoro-3-(N-(propylsulfonyl)propylsulfonamido)benzamide (0.0197 g, 0.0304 mmol) in THF (0.3 mL). The solution was stirred at reflux for 4 hours, cooled to room temperature and concentrated under reduced pressure. The resulting residue was taken up in EtOH (0.3 mL), and hydrazine (0.00973 g, 0.304 mmol) was added. The solution was stirred at r... Reactants: C([O-])(O)=O (bicarbonate), CN(C=C1C=CC=N1)C (6-dimethylamino-1-azafulvene), 5-butyllithium, CCCCC (pentane), ICCC (1-iodopropane). Run in O (water), C1CCOC1 (THF). Conditions: temperature 0 celsius, time 20 minute. Yields the product EtOAc hexanes, C(CC)C1=CC=C(N1)C=O (5-n-propylpyrrole-2-carboxaldehyde). The yield is 60.0%. Reaction SMILES: CN(C)[CH:3]=[C:4]1[N:8]=[CH:7][CH:6]=[CH:5]1.CCC[CH2:13][CH3:14].ICCC.[C:19](=O)(O)[O-:20]>C1COCC1.O>[CH2:3]([C:4]1[NH:8][C:7]([CH:19]=[O:20])=[CH:6][CH:5]=1)[CH2:13][CH3:14]. Procedure: To an anhydrous solution of 6-dimethylamino-1-azafulvene dimer (125; 12.0 g, 49.1 mmol) in THF (500 ml) at -15° C. was added dropwise a solution of 5-butyllithium in pentane (1.7M; 87 ml, 147 mmol) over 5 minutes. The yellow cloudy solution was slowly warmed to 0° C. over 10 minutes and stirred at this temperature for a further 20 minutes. The resulting deep violet colored solution was treated with 1-iodopropane (19.2 ml, 196 mmol) and allowed to warm to room temperature over 2 hours. The mixtur...